From a dataset of the Open Reaction Database (ORD), a public repository of structured organic reaction records. describe an organic reaction: reactants, conditions, products, and yield The reactants are C1(NCCC=2C3=CC=CC=C3NC12)C(=O)O (tetrahydro-beta-carboline-1-carboxylic acid), Cl (HCl), CO (MeOH), Cl (HCl). Conditions: time 18 hour. Product: COC(=O)C1NCCC=2C3=CC=CC=C3NC12 (2,3,4,9-tetrahydro-1H-beta-carboline-1-carboxylic acid methyl ester). As a reaction SMILES: [CH:1]1([C:14]([OH:16])=[O:15])[C:13]2[NH:12][C:11]3[C:6](=[CH:7][CH:8]=[CH:9][CH:10]=3)[C:5]=2[CH2:4][CH2:3][NH:2]1.Cl.[CH3:18]O>>[CH3:18][O:15][C:14]([CH:1]1[C:13]2[NH:12][C:11]3[C:6](=[CH:7][CH:8]=[CH:9][CH:10]=3)[C:5]=2[CH2:4][CH2:3][NH:2]1)=[O:16]. Procedure: A solution of tetrahydro-beta-carboline-1-carboxylic acid (7.4 g) in MeOH (250 ml) was saturated with HCl gas for 20 min. The reaction mixture was gently stirred at room temperature for 18 h. and ca. 80% conversion was observed. The reaction mixture was re-treated with HCl gas and allowed to stir for another 18 h. Upon completion of the reaction the mixture was concentrated in vacuo to yield 2,3,4,9-tetrahydro-1H-beta-carboline-1-carboxylic acid methyl ester (building block C), LCMS purity 95%, ... Reactants: C1(=CC=CC=C1)C=1C=NC=2N(N1)C(=NN2)CO ((6-phenyl-[1,2,4]triazolo[4,3-b][1,2,4]triazin-3-yl)methanol), Cl.C(C)(C)N1N=CC(=C1)C=1C=CC=2N(N1)C(=NN2)CN ((6-(1-isopropyl-1H-pyrazol-4-yl)-[1,2,4]triazolo[4,3-b]pyridazin-3-yl)methanamine hydrochloride), C1CCC2=NCCCN2CC1 (DBU), C1(=CC=CC=C1)C (toluene). Run at time 3 hour. The product is N(=[N+]=[N-])CC1=NN=C2N1N=C(C=N2)C2=CC=CC=C2 (3-(azidomethyl)-6-phenyl-[1,2,4]triazolo[4,3-b][1,2,4]triazine). Reaction SMILES: [C:1]1([C:7]2[CH:8]=[N:9][C:10]3[N:11]([C:13]([CH2:16]O)=[N:14][N:15]=3)[N:12]=2)[CH:6]=[CH:5][CH:4]=[CH:3][CH:2]=1.Cl.C(N1C=C(C2C=CC3N(C(CN)=[N:34][N:35]=3)N=2)C=N1)(C)C.C1CCN2C(=[N:42]CCC2)CC1.C1(C)C=CC=CC=1>>[N:42]([CH2:16][C:13]1[N:11]2[N:12]=[C:7]([C:1]3[CH:6]=[CH:5][CH:4]=[CH:3][CH:2]=3)[CH:8]=[N:9][C:10]2=[N:15][N:14]=1)=[N+:34]=[N-:35] |f:1.2|. Procedure details: A 16 mm test tube was charged with (6-phenyl-[1,2,4]triazolo[4,3-b][1,2,4]triazin-3-yl)methanol (0.500 g, 2.20 mmol), Reactant 2 (0.951 ml, 4.40 mmol), DBU (0.663 ml, 4.40 mmol), and toluene (8.16 ml, 77.0 mmol), flushed with argon, sealed, then stirred at room temperature for 3 hours. The dark maroon mixture was concentrated and the resulting dark purple/black oil was purified by column chromatography using a gradient of 3-5% MeOH/DCM over 20 minutes. 3-(azidomethyl)-6-phenyl-[1,2,4]triazolo[4,...